This data is from the Open Reaction Database (ORD), a public repository of structured organic reaction records. The task is: describe an organic reaction: reactants, conditions, products, and yield The reactants are ClC1=NC=CC(=C1)C1=NN2C(=NC(=CC2=O)N2CCN(CC2)C(=O)OC(C)(C)C)S1 (tert-butyl 4-(2-(2-chloropyridin-4-yl)-5-oxo-5H-[1,3,4]thiadiazolo[3,2-a]pyrimidin-7-yl)piperazine-1-carboxylate), CC(C)(C)OC(=O)NCC(=O)N (Boc-gly-NH2), CC1(C2=C(C(=CC=C2)P(C3=CC=CC=C3)C4=CC=CC=C4)OC5=C(C=CC=C51)P(C6=CC=CC=C6)C7=CC=CC=C7)C (XantPhos), C(=O)([O-])[O-].[K+].[K+] (K2CO3). Reagents/catalysts: CC(=O)[O-].CC(=O)[O-].[Pd+2] (Pd(OAc)2). Run in C1CCOC1 (THF). The product is NCC(=O)NC1=NC=CC(=C1)C1=NN2C(=NC(=CC2=O)N2CCNCC2)S1 (2-amino-N-(4-(5-oxo-7-(piperazin-1-yl)-5H-[1,3,4]thiadiazolo[3,2-a]pyrimidin-2-yl)pyridin-2-yl)acetamide). Yield: 135.1%. Reaction SMILES: Cl[C:2]1[CH:7]=[C:6]([C:8]2[S:30][C:11]3=[N:12][C:13]([N:17]4[CH2:22][CH2:21][N:20](C(OC(C)(C)C)=O)[CH2:19][CH2:18]4)=[CH:14][C:15](=[O:16])[N:10]3[N:9]=2)[CH:5]=[CH:4][N:3]=1.CC(OC([NH:38][CH2:39][C:40]([NH2:42])=[O:41])=O)(C)C.CC1(C)C2C(=C(P(C3C=CC=CC=3)C3C=CC=CC=3)C=CC=2)OC2C(P(C3C=CC=CC=3)C3C=CC=CC=3)=CC=CC1=2.C([O-])([O-])=O.[K+].[K+]>C1COCC1.CC([O-])=O.CC([O-])=O.[Pd+2]>[NH2:38][CH2:39][C:40]([NH:42][C:2]1[CH:7]=[C:6]([C:8]2[S:30][C:11]3=[N:12][C:13]([N:17]4[CH2:22][CH2:21][NH:20][CH2:19][CH2:18]4)=[CH:14][C:15](=[O:16])[N:10]3[N:9]=2)[CH:5]=[CH:4][N:3]=1)=[O:41] |f:3.4.5,7.8.9|. Procedure details: To a solution of tert-butyl 4-(2-(2-chloropyridin-4-yl)-5-oxo-5H-[1,3,4]thiadiazolo[3,2-a]pyrimidin-7-yl)piperazine-1-carboxylate (160 mg, 0.36 mmol) in THF (5 ml) are added Boc-gly-NH2 (124 mg, 0.72 mmol), XantPhos (124 mg, 0.14 mmol), Pd(OAc)2 (24 mg, 0.07 mmol) and K2CO3 (197 mg, 1.44 mmol). The microwave tube is purged with nitrogen for 1 min then sealed. The mixture is microwaved at 90° C. for 2 h. After cooling to room temperature, EtOAc (30 ml) and water (30 ml) are added. The organic lay... Reactants: BrCC1CC1, O=C([O-])[O-], [Cs+], [Cs+], CC(C)(C)OC(=O)NC1C(=O)Nc2ccccc2OC1c1ccccc1, CN(C)C=O, O. Yields the product CC(C)(C)OC(=O)NC1C(=O)N(CC2CC2)c2ccccc2OC1c1ccccc1. As a reaction SMILES: [Br:27][CH2:28][CH:29]1[CH2:30][CH2:31]1.[C:32](=[O:33])([O-:34])[O-:35].[Cs+:36].[Cs+:37].[O:1]=[C:2]1[CH:3]([NH:19][C:20]([O:21][C:22]([CH3:23])([CH3:24])[CH3:25])=[O:26])[CH:4]([c:13]2[cH:14][cH:15][cH:16][cH:17][cH:18]2)[O:5][c:6]2[c:7]([cH:9][cH:10][cH:11][cH:12]2)[NH:8]1.[O:38]=[CH:39][N:40]([CH3:41])[CH3:42].[OH2:43]>>[O:1]=[C:2]1[CH:3]([NH:19][C:20]([O:21][C:22]([CH3:23])([CH3:24])[CH3:25])=[O:26])[CH:4]([c:13]2[cH:14][cH:15][cH:16][cH:17][cH:18]2)[O:5][c:6]2[c:7]([cH:9][cH:10][cH:11][cH:12]2)[N:8]1[CH2:28][CH:29]1[CH2:30][CH2:31]1. Starting materials: C(C=CC1=CC=CC=C1)(=O)N (Cinnamamide), ClC(=O)SCl (chlorocarbonylsulphenylchloride). The solvent is C(Cl)(Cl)Cl (chloroform). Yields the product C1(=CC=CC=C1)/C=C/C1=NSC(O1)=O (5-[(E)-2-phenylethenyl]-1,3,4-oxathiazol-2-one). Yield: 72.3%. RXN SMILES: [C:1]([NH2:11])(=[O:10])[CH:2]=[CH:3][C:4]1[CH:9]=[CH:8][CH:7]=[CH:6][CH:5]=1.Cl[C:13]([S:15]Cl)=[O:14]>C(Cl)(Cl)Cl>[C:4]1(/[CH:3]=[CH:2]/[C:1]2[O:10][C:13](=[O:14])[S:15][N:11]=2)[CH:5]=[CH:6][CH:7]=[CH:8][CH:9]=1. Procedure: Cinnamamide (1.9 g, 13 mmol) was mixed with chlorocarbonylsulphenylchloride (1.0 mL, 13 mmol) in chloroform and heated to reflux for 18 h. The reaction mixture was concentrated in vacuo and the resultant material was taken up in boiling hexane (100 mL). The solvent was decanted from the remaining solid, the volume of this solution was reduced by half, and the solution was allowed to cool. The crystalline solids which formed were collected and washed with hexane to afford 5-[(E)-2-phenylethenyl]-... Reported procedure: Norcamphor (10.00 g, 90.8 mmol) and sodium methoxide (12.0 g, 222 mmol) and 100 mL methanol were added to a 250 mL flask. The solids were dissolved before addition of cyclopentadiene (12.0 g, 182 mmol). After stirring for 68 hours, 200 mL water and 100 mL diethyl ether were added to the deep red solution. The organic layer was isolated and the aqueous layer was extracted with diethyl ether (3×50 mL). The combined organic layers were dried over MgSO4, filtered and rotavapped to yield the crude pr... Conditions: time 68 hour. Reactants: C1CC2CC1CC2=O (Norcamphor), C[O-].[Na+] (sodium methoxide), CO (methanol), C1=CC=CC1 (cyclopentadiene). Product: C12(CCC(CC1)C2)C2=CC=CC2=C (norbornylfulvene). Reaction SMILES: [CH2:1]1[CH:5]2[CH2:6][C:7](=O)[CH:3]([CH2:4]2)[CH2:2]1.[CH3:9][O-].[Na+].CO.[CH:14]1[CH2:18][CH:17]=[CH:16][CH:15]=1>C(OCC)C.O>[C:3]12([C:15]3[C:14](=[CH2:9])[CH:18]=[CH:17][CH:16]=3)[CH2:4][CH:5]([CH2:6][CH2:7]1)[CH2:1][CH2:2]2 |f:1.2|. Solvent: C(C)OCC (diethyl ether), O (water).